From a dataset of the Open Reaction Database (ORD), a public repository of structured organic reaction records. describe an organic reaction: reactants, conditions, products, and yield The reactants are FC=1C=CC(=C(N(C=O)C)C1)C(CS(=O)(=O)C)=O (5'-fluoro-N-methyl-2'-methylsulphonylacetylformanilide). Reaction SMILES: [F:1][C:2]1[CH:3]=[CH:4][C:5]([C:12](=[O:18])[CH2:13][S:14]([CH3:17])(=[O:16])=[O:15])=[C:6]([CH:11]=1)[N:7]([CH3:10])[CH:8]=O>C(O)(C)C>[F:1][C:2]1[CH:11]=[C:6]2[C:5]([C:12](=[O:18])[C:13]([S:14]([CH3:17])(=[O:16])=[O:15])=[CH:8][N:7]2[CH3:10])=[CH:4][CH:3]=1. Run in C(C)(C)O (isopropyl alcohol). Product: FC1=CC=C2C(C(=CN(C2=C1)C)S(=O)(=O)C)=O (7-fluoro-1-methyl-3-methylsulphonyl-4-quinolone). Procedure: A solution of 5'-fluoro-N-methyl-2'-methylsulphonylacetylformanilide (1.0 g), prepared in a similar manner to that described in Example 11, in isopropyl alcohol (20 ml) was heated to reflux for 3.5 hours. The mixture was cooled to ambient temperature and the product collected by filtration and dried in vacuo at 50° to give 7-fluoro-1-methyl-3-methylsulphonyl-4-quinolone, m.p. 234.5°-235° (0.6 g). Reactants: BrC1=CC(=C(CNC2=C(C=CC(=C2)OC)[N+](=O)[O-])C(=C1)F)F (N-(4-bromo-2,6-difluorobenzyl)-5-methoxy-2-nitroaniline), C(=O)(O)[O-].[Na+] (NaHCO3). Solvent: CCO (EtOH). Run at temperature 100 celsius. The product is BrC1=CC(=C(CNC=2C(=CC=C(C2)OC)N)C(=C1)F)F (N1-(4-Bromo-2,6-difluorobenzyl)-5-methoxybenzene-1,2-diamine). As a reaction SMILES: [Br:1][C:2]1[CH:20]=[C:19]([F:21])[C:5]([CH2:6][NH:7][C:8]2[CH:13]=[C:12]([O:14][CH3:15])[CH:11]=[CH:10][C:9]=2[N+:16]([O-])=O)=[C:4]([F:22])[CH:3]=1.C([O-])(O)=O.[Na+]>CCO>[Br:1][C:2]1[CH:20]=[C:19]([F:21])[C:5]([CH2:6][NH:7][C:8]2[C:9]([NH2:16])=[CH:10][CH:11]=[C:12]([O:14][CH3:15])[CH:13]=2)=[C:4]([F:22])[CH:3]=1 |f:1.2|. Procedure: To a solution of N-(4-bromo-2,6-difluorobenzyl)-5-methoxy-2-nitroaniline (600 mg, 1.61 mmol) in EtOH (100 mL) was added SnCl22H2O (1.8 g, 8.1 mmol). The mixture was heated at 100° Celsius for 16 h. The mixture was cooled to RT and NaHCO3 (200 mL) was added. The mixture was filtered through celite and the filtrate extracted with EtOAc (3×200 mL). The combine organics were concentrated to dryness to provide the title compound which was used in the next step without further purification. MS (ESI): ... Starting materials: Cc1[nH]c(C=O)c(C)c1CCC(=O)O, O=C1Cc2ccccc2N1, [Na+], [OH-], O. Product: Cc1[nH]c(C=C2C(=O)Nc3ccccc32)c(C)c1CCC(=O)O. Reaction SMILES: [CH:1](=[O:2])[c:3]1[c:4]([CH3:14])[c:5]([CH2:9][CH2:10][C:11](=[O:12])[OH:13])[c:6]([CH3:8])[nH:7]1.[NH:15]1[C:16](=[O:24])[CH2:17][c:18]2[cH:19][cH:20][cH:21][cH:22][c:23]21.[Na+:26].[OH-:25].[OH2:27]>>[CH:1]([c:3]1[c:4]([CH3:14])[c:5]([CH2:9][CH2:10][C:11](=[O:12])[OH:13])[c:6]([CH3:8])[nH:7]1)=[C:17]1[C:16](=[O:24])[NH:15][c:23]2[c:18]1[cH:19][cH:20][cH:21][cH:22]2.